Dataset: the Open Reaction Database (ORD), a public repository of structured organic reaction records. Task: describe an organic reaction: reactants, conditions, products, and yield The reactants are CCO, ClCCl, CC(Cl)Cl, NC(=C1Sc2ccccc2C1=O)c1ccc(F)cc1, O=S(=O)(Cl)Cl. Product: NC(=C1C(=O)c2ccccc2S1=O)c1ccc(F)cc1. As a reaction SMILES: [CH3:25][CH2:26][OH:27].[Cl:28][CH2:29][Cl:30].[Cl:31][CH:32]([Cl:33])[CH3:34].[NH2:1][C:2](=[C:3]1[C:4](=[O:12])[c:5]2[c:6]([cH:8][cH:9][cH:10][cH:11]2)[S:7]1)[c:13]1[cH:14][cH:15][c:16]([F:19])[cH:17][cH:18]1.[S:20](=[O:21])([Cl:22])([Cl:23])=[O:24]>>[NH2:1][C:2](=[C:3]1[C:4](=[O:12])[c:5]2[c:6]([cH:8][cH:9][cH:10][cH:11]2)[S:7]1=[O:21])[c:13]1[cH:14][cH:15][c:16]([F:19])[cH:17][cH:18]1. The reactants are BrN1C(CCC1=O)=O (N-Bromosuccinimide), C(C=C)C=1C=NC2=CC=C(C=C2C1O)OC (3-allyl-6-methoxy-quinolin-4-ol), CO (methanol). Solvent: ClCCl (dichloromethane), ClCCl (dichloromethane). Conditions: temperature 10 celsius, time 1 hour. Product: BrCC1CC=2C=NC=3C=CC(=CC3C2O1)OC (2-bromomethyl-8-methoxy-2,3-dihydro-furo[3,2-c]quinoline). The yield is 73.2%. RXN SMILES: [Br:1]N1C(=O)CCC1=O.[CH2:9]([C:12]1[CH:13]=[N:14][C:15]2[C:20]([C:21]=1[OH:22])=[CH:19][C:18]([O:23][CH3:24])=[CH:17][CH:16]=2)[CH:10]=[CH2:11].CO>ClCCl>[Br:1][CH2:11][CH:10]1[O:22][C:21]2[C:20]3[CH:19]=[C:18]([O:23][CH3:24])[CH:17]=[CH:16][C:15]=3[N:14]=[CH:13][C:12]=2[CH2:9]1. Procedure details: N-Bromosuccinimide (1.19 g, 6.69 mmol, 1.2 eq) is added at 10° C. to a stirred solution of 3-allyl-6-methoxy-quinolin-4-ol (1.20 g, 5.57 mmol, 1.0 eq) in dichloromethane (120 mL) and the resulting mixture is stirred at 10° C. for 1 hour. The reaction mixture is then successively washed with water (50 mL) and brine (20 mL), dried over sodium sulfate, filtered and concentrated to give a crude product that is purified by column chromatography (silica gel, eluent: dichloromethane:methanol, 80:1, v/v... Starting materials: [OH-].[Na+] (sodium hydroxide), C(C)(=O)OC(C)C=1C=CC2=C(N(C(N=C2C2=CC(=CC=C2)Cl)=O)CC)N1 (7-(1-acetoxyethyl)-4-(3-chlorophenyl)-1-ethylpyrido[2,3-d]pyrimidin-2(1H)-one), Cl (hydrochloric acid). The solvent is CO (Methanol). Conditions: time 20 minute. Yields the product ClC=1C=C(C=CC1)C=1C2=C(N(C(N1)=O)CC)N=C(C=C2)C(C)O (4-(3-chlorophenyl)-1-ethyl-7-(1-hydroxyethyl)pyrido[2,3-d]pyrimidin-2(1H)-one). Yield: 75.0%. Reaction SMILES: [OH-].[Na+].C([O:6][CH:7]([C:9]1[CH:10]=[CH:11][C:12]2[C:17]([C:18]3[CH:23]=[CH:22][CH:21]=[C:20]([Cl:24])[CH:19]=3)=[N:16][C:15](=[O:25])[N:14]([CH2:26][CH3:27])[C:13]=2[N:28]=1)[CH3:8])(=O)C.Cl>CO>[Cl:24][C:20]1[CH:19]=[C:18]([C:17]2[C:12]3[CH:11]=[CH:10][C:9]([CH:7]([OH:6])[CH3:8])=[N:28][C:13]=3[N:14]([CH2:26][CH3:27])[C:15](=[O:25])[N:16]=2)[CH:23]=[CH:22][CH:21]=1 |f:0.1|. Procedure details: Methanol (30 ml) and 30 ml of 1 N sodium hydroxide aqueous solution were added to 6.78 g (18.2 mmol) of 7-(1-acetoxyethyl)-4-(3-chlorophenyl)-1-ethylpyrido[2,3-d]pyrimidin-2(1H)-one, followed by stirring for 20 minutes at room temperature. The reaction solution was neutralized by adding 1 N hydrochloric acid and extracted with chloroform. The organic layer was washed with brine and dried over anhydrous magnesium sulfate, magnesium sulfate was removed by filtration and the resulting filtrate was ... Reaction SMILES: [CH3:30][I:31].[CH3:37][CH2:38][O:39][C:40](=[O:41])[CH3:42].[Cl:3][c:4]1[cH:5][cH:6][c:7]([NH:10][C:11](=[O:12])[C:13]2([c:17]3[n:18][n:19][c:20](-[c:23]4[c:24]([Cl:29])[cH:25][cH:26][cH:27][cH:28]4)[n:21]3[CH3:22])[CH2:14][CH2:15][CH2:16]2)[cH:8][cH:9]1.[H-:1].[Na+:2].[O:32]=[CH:33][N:34]([CH3:35])[CH3:36]>>[Cl:3][c:4]1[cH:5][cH:6][c:7]([N:10]([C:11](=[O:12])[C:13]2([c:17]3[n:18][n:19][c:20](-[c:23]4[c:24]([Cl:29])[cH:25][cH:26][cH:27][cH:28]4)[n:21]3[CH3:22])[CH2:14][CH2:15][CH2:16]2)[CH3:30])[cH:8][cH:9]1. Yields the product CN(C(=O)C1(c2nnc(-c3ccccc3Cl)n2C)CCC1)c1ccc(Cl)cc1. Starting materials: CI, CCOC(C)=O, Cn1c(-c2ccccc2Cl)nnc1C1(C(=O)Nc2ccc(Cl)cc2)CCC1, [H-], [Na+], CN(C)C=O. Starting materials: C(#N)[BH3-].[Na+] (sodium cyanoborohydride), NC(C(=O)N1[C@H](C(=O)O)CCC1)CCC(CNC(=O)OCC1=CC=CC=C1)O (N-(2-Amino-6-benzyloxycarbonylamino-5-hydroxyhexanoyl)-L-proline), C1(=CC=CC=C1)CCC(C(=O)O)=O (4-phenyl-2-oxobutanoic acid), [OH-].[Na+] (NaOH), 50W-2X. The solvent is C(C)O (ethanol), O (water), C(C)O (Ethanol). Reaction conditions: time 1 hour. The product is C(C1=CC=CC=C1)OC(=O)NCC(CCC(C(=O)N1[C@H](C(=O)O)CCC1)NC(CCC1=CC=CC=C1)C(=O)O)O (N-[6-Benzyloxycarbonylamino-2-(1-carboxy-3-phenylpropylamino)-5-hydroxyhexanoyl]-L-proline). As a reaction SMILES: [NH2:1][CH:2]([CH2:13][CH2:14][CH:15]([OH:28])[CH2:16][NH:17][C:18]([O:20][CH2:21][C:22]1[CH:27]=[CH:26][CH:25]=[CH:24][CH:23]=1)=[O:19])[C:3]([N:5]1[CH2:12][CH2:11][CH2:10][C@H:6]1[C:7]([OH:9])=[O:8])=[O:4].[C:29]1([CH2:35][CH2:36][C:37](=O)[C:38]([OH:40])=[O:39])[CH:34]=[CH:33][CH:32]=[CH:31][CH:30]=1.[OH-].[Na+].C([BH3-])#N.[Na+]>C(O)C.O>[CH2:21]([O:20][C:18]([NH:17][CH2:16][CH:15]([OH:28])[CH2:14][CH2:13][CH:2]([NH:1][CH:37]([C:38]([OH:40])=[O:39])[CH2:36][CH2:35][C:29]1[CH:30]=[CH:31][CH:32]=[CH:33][CH:34]=1)[C:3]([N:5]1[CH2:12][CH2:11][CH2:10][C@H:6]1[C:7]([OH:9])=[O:8])=[O:4])=[O:19])[C:22]1[CH:23]=[CH:24][CH:25]=[CH:26][CH:27]=1 |f:2.3,4.5|. Reported procedure: Compound VI and 4-phenyl-2-oxobutanoic acid (5 eq) were mixed with water (10 ml) and concentrated NaOH was added to raise the pH to 7.5. Ethanol was added (10 ml) and a solution of sodium cyanoborohydride (3 eq) in ethanol (4 ml) was added dropwise over 15 hours. Dowex 50W-2X (H+) (25 cc) was added with stirring. After 1 hour, the slurry was added to a column of Dowex (50 cc), the column was washed with ethanol and water and the product was eluted with 3% pyridine in water. After concentration a... Run at temperature 50 celsius, time 12 hour. The yield is 41.0%. RXN SMILES: [F:1][C:2]1[C:3]([OH:35])=[C:4]([F:34])[C:5]2[O:10][C:9]([C:11]3[CH:16]=[CH:15][C:14]([NH:17][C:18](=[O:23])[C:19]([CH3:22])([CH3:21])[CH3:20])=[C:13]([F:24])[CH:12]=3)=[CH:8][C:7](=[O:25])[C:6]=2[C:26]=1[NH:27][C:28](=[O:33])[C:29]([CH3:32])([CH3:31])[CH3:30].C(=O)([O-])[O-].[K+].[K+].Cl.[CH3:43][N:44]([CH3:48])[CH2:45][CH2:46]Cl>CN(C)C=O>[CH3:43][N:44]([CH3:48])[CH2:45][CH2:46][O:35][C:3]1[C:2]([F:1])=[C:26]([NH:27][C:28](=[O:33])[C:29]([CH3:32])([CH3:31])[CH3:30])[C:6]2[C:7](=[O:25])[CH:8]=[C:9]([C:11]3[CH:16]=[CH:15][C:14]([NH:17][C:18](=[O:23])[C:19]([CH3:22])([CH3:21])[CH3:20])=[C:13]([F:24])[CH:12]=3)[O:10][C:5]=2[C:4]=1[F:34] |f:1.2.3,4.5|. Reported procedure: 490 mg (1.00mmol) of 6,8-difluoro-2-(3-fluoro-4-pivaloylaminophenyl)-7-hydroxy-5-pivaloylamino-4H-1-benzopyran-4-one obtained in Example 86 (3) was dissolved in 40 mL of dimethylformamide, 3.60 mg (26.0 mmol) of potassium carbonate and 2.88 g (20.0 mmol) of 2-dimethylaminoethyl chloride hydrochloride were added and the mixture was stirred at 50° C. for 12 hours. The reaction solution was filtered, the filtrate was concentrated, water was added to the residue and the mixture was extracted once wi... Run in CN(C=O)C (dimethylformamide). The reactants are C([O-])([O-])=O.[K+].[K+] (potassium carbonate), Cl.CN(CCCl)C (2-dimethylaminoethyl chloride hydrochloride), FC=1C(=C(C2=C(C(C=C(O2)C2=CC(=C(C=C2)NC(C(C)(C)C)=O)F)=O)C1NC(C(C)(C)C)=O)F)O (6,8-difluoro-2-(3-fluoro-4-pivaloylaminophenyl)-7-hydroxy-5-pivaloylamino-4H-1-benzopyran-4-one). Yields the product CN(CCOC1=C(C2=C(C(C=C(O2)C2=CC(=C(C=C2)NC(C(C)(C)C)=O)F)=O)C(=C1F)NC(C(C)(C)C)=O)F)C (7-(2-dimethylaminoethoxy)-6,8-difluoro-2-(3-fluoro-4-pivaloylaminophenyl)-5-pivaloylamino-4H-1-benzopyran-4-one).